From a dataset of the Open Reaction Database (ORD), a public repository of structured organic reaction records. describe an organic reaction: reactants, conditions, products, and yield Yield: 68.8%. The solvent is O1C(CCC1)CCO (tetrahydrofuranethanol). RXN SMILES: [CH3:1][C:2]1[CH:7]=[CH:6][C:5]([C:8]2[CH:9]=[C:10]3[C:15](=[CH:16][CH:17]=2)[N:14]=[C:13]([CH3:18])[C:12]([C:19]([O:21]C)=[O:20])=[CH:11]3)=[CH:4][CH:3]=1.[OH-].[Na+].Cl>O1CCCC1CCO>[CH3:1][C:2]1[CH:3]=[CH:4][C:5]([C:8]2[CH:9]=[C:10]3[C:15](=[CH:16][CH:17]=2)[N:14]=[C:13]([CH3:18])[C:12]([C:19]([OH:21])=[O:20])=[CH:11]3)=[CH:6][CH:7]=1 |f:1.2|. Procedure: To a solution of methyl 6-(4-methylphenyl)-2-methylquinoline-3-carboxylate (0.99 g) in tetrahydrofuranethanol (5-5 ml) was added 2N sodium hydroxide (2 ml) at room temperature, and the mixture was stirred for 2 days. To the reaction mixture was added 1N hydrochloric acid (4 ml), and the mixture was concentrated under reduced pressure to precipitate crystals, which were collected by filtration and washed with ethanol and diethylether to give 6-(4-methylphenyl)-2-methylquinoline-3-carboxylic acid ... Yields the product CC1=CC=C(C=C1)C=1C=C2C=C(C(=NC2=CC1)C)C(=O)O (6-(4-methylphenyl)-2-methylquinoline-3-carboxylic acid). Conditions: time 2 day. The reactants are CC1=CC=C(C=C1)C=1C=C2C=C(C(=NC2=CC1)C)C(=O)OC (methyl 6-(4-methylphenyl)-2-methylquinoline-3-carboxylate), [OH-].[Na+] (sodium hydroxide), Cl (hydrochloric acid). Reactants: C(C1=CC=CC=C1)Br (benzyl bromide), C([O-])([O-])=O.[K+].[K+] (potassium carbonate), CC(=O)C (acetone). Run at time 8 hour. Product: C(C1=CC=CC=C1)OC=1C=C(C=CC1)CC(=O)O (3-benzyloxyphenyl acetic acid). Isolated yield 91.0%. As a reaction SMILES: [CH2:1](Br)[C:2]1[CH:7]=[CH:6][CH:5]=[CH:4][CH:3]=1.[C:9](=[O:12])([O-])[O-:10].[K+].[K+].[CH3:15][C:16]([CH3:18])=[O:17]>>[CH2:1]([O:17][C:16]1[CH:18]=[C:3]([CH2:4][C:9]([OH:10])=[O:12])[CH:2]=[CH:1][CH:15]=1)[C:2]1[CH:7]=[CH:6][CH:5]=[CH:4][CH:3]=1 |f:1.2.3|. Procedure: To 50 ml of methanol was added 3-hydroxyphenyl acetic acid (7.61 g, 0.05 mol). The mixture was cooled in an ice bath and then thionyl chloride was added (3.6 ml, 0.05 mol). The mixture was refluxed for 4 hrs and methanol was evaporated. The residue was extracted with ethyl acetate and sodium bicarbonate solution. The organic layer was dried and evaporated to give an oil (8.90 g). This oil was dissolved in 150 ml of acetone containing benzyl bromide (9.17 g, 0.053 mol) and potassium carbonate (16... Starting materials: S(=O)(=O)([O-])[O-].[NH4+].[NH4+] (ammonium sulfate), C(C)OC(C(=C(C)NC1CC1)NC(C)=O)=O (2-acetylamino-3-cyclopropylamino-but-2-enoic acid ethyl ester), C[Si](N[Si](C)(C)C)(C)C (hexamethyldisilazane). Conditions: temperature 145 celsius. Product: C(C)OC(=O)C=1N=C(N(C1C)C1CC1)C (1-Cyclopropyl-2,5-dimethyl-1H-imidazole-4-carboxylic acid ethyl ester), solid. The yield is 31.0%. Reaction SMILES: S([O-])([O-])(=O)=O.[NH4+].[NH4+].[CH2:8]([O:10][C:11](=[O:23])[C:12]([NH:19][C:20](=O)[CH3:21])=[C:13]([NH:15][CH:16]1[CH2:18][CH2:17]1)[CH3:14])[CH3:9].C[Si](C)(C)N[Si](C)(C)C>>[CH2:8]([O:10][C:11]([C:12]1[N:19]=[C:20]([CH3:21])[N:15]([CH:16]2[CH2:18][CH2:17]2)[C:13]=1[CH3:14])=[O:23])[CH3:9] |f:0.1.2|. Reported procedure: Fine powdered ammonium sulfate (0.13 g, 1 mmol) was added to a suspension of Z)-2-acetylamino-3-cyclopropylamino-but-2-enoic acid ethyl ester (7.0 g, 20 mmol) and hexamethyldisilazane (50 ml, 235 mmol) and refluxed over night at 145° C. The reaction mixture was evaporated and extracted with ethyl acetate and water. The organic phase was dried over sodium sulfate and evaporated. The crude product was purified by column chromatography on silica gel (ethyl acetate/methanol 4:1) and the desired comp... Starting materials: N[C@@H](CC(=O)O)CC1=C(C=CC=C1)Cl ((R)-3-Amino-4-(2-chloro-phenyl)-butyric acid), CCO (EtOH), Cl (HCl). Yields the product C(C)OC(C[C@@H](CC1=C(C=CC=C1)Cl)N)=O ((R)-3-Amino-4-(2-chloro-phenyl)-butyric Acid Ethyl Ester). RXN SMILES: [NH2:1][C@H:2]([CH2:7][C:8]1[CH:13]=[CH:12][CH:11]=[CH:10][C:9]=1[Cl:14])[CH2:3][C:4]([OH:6])=[O:5].Cl.[CH3:16][CH2:17]O>>[CH2:16]([O:5][C:4](=[O:6])[CH2:3][C@H:2]([NH2:1])[CH2:7][C:8]1[CH:13]=[CH:12][CH:11]=[CH:10][C:9]=1[Cl:14])[CH3:17]. Procedure: (R)-3-Amino-4-(2-chloro-phenyl)-butyric acid (10 g, 50 mmol) was dissolved in absolute EtOH (250 mL). Concentrated HCl (2 mL) was added and the mixture was heated to reflux overnight. The product was vacuumed to dryness and azeotroped with toluene (4×50 mL), then placed under high vacuum overnight to yield the title compound as a white solid (10 g). The reactants are CC=1C=C(C(C(=O)OC)=CC1)O (Methyl 4-methylsalicylate), BrN1C(CCC1=O)=O (N-bromosuccinimide). Reagents/catalysts: C(C1=CC=CC=C1)(=O)OOC(C1=CC=CC=C1)=O (benzoyl peroxide), BrN1C(CCC1=O)=O (N-bromosuccinimide). The solvent is C(Cl)(Cl)(Cl)Cl (carbon tetrachloride), Hexanes. Reaction conditions: time 2 hour. Yields the product BrCC=1C=C(C(C(=O)OC)=CC1)O (methyl 4-bromomethylsalicylate). The yield is 57.7%. Reaction SMILES: [CH3:1][C:2]1[CH:3]=[C:4]([OH:12])[C:5](=[CH:10][CH:11]=1)[C:6]([O:8][CH3:9])=[O:7].[Br:13]N1C(=O)CCC1=O>C(Cl)(Cl)(Cl)Cl.C(OOC(=O)C1C=CC=CC=1)(=O)C1C=CC=CC=1.BrN1C(=O)CCC1=O>[Br:13][CH2:1][C:2]1[CH:3]=[C:4]([OH:12])[C:5](=[CH:10][CH:11]=1)[C:6]([O:8][CH3:9])=[O:7]. Reported procedure: Methyl 4-methylsalicylate (98.1 g, 590 mmoles) was dissolved in carbon tetrachloride (600 mL), and N-bromosuccinimide (105.0 g, 590 mmoles) and benzoyl peroxide (0.7 g, 3 mmoles) were added. The mixture was refluxed under nitrogen. After 2 hours, an additional portion (0.7 g) of N-bromosuccinimide was added. Reflux was continued for 16 hours. The reaction mixture was cooled to room temperature and the solid removed by filtration. The yellow filtrate was evaporated to dryness to afford a thick ye... The reactants are C(#N)C1C2CN(CC12)C(=O)OC(C)(C)C (3-tert-butyl 6-cyano-3-azabicyclo[3.1.0]hexane-3-carboxylate), C1(CC1)CBr (cyclopropylmethyl bromide), C[Si](C)(C)[N-][Si](C)(C)C.[K+] (KHMDS). Solvent: C1(=CC=CC=C1)C (toluene). Run at time 18 hour. Yields the product C(#N)C1(C2CN(CC12)C(=O)OC(C)(C)C)CC1CC1 (3-tert-butyl 6-cyano-6-(cyclopropylmethyl)-3-azabicyclo[3.1.0]hexane-3-carboxylate). Reaction SMILES: [C:1]([CH:3]1[CH:8]2[CH:4]1[CH2:5][N:6]([C:9]([O:11][C:12]([CH3:15])([CH3:14])[CH3:13])=[O:10])[CH2:7]2)#[N:2].[CH:16]1([CH2:19]Br)[CH2:18][CH2:17]1.C[Si]([N-][Si](C)(C)C)(C)C.[K+]>C1(C)C=CC=CC=1>[C:1]([C:3]1([CH2:19][CH:16]2[CH2:18][CH2:17]2)[CH:4]2[CH:8]1[CH2:7][N:6]([C:9]([O:11][C:12]([CH3:15])([CH3:14])[CH3:13])=[O:10])[CH2:5]2)#[N:2] |f:2.3|. Reported procedure: To a solution of 3 (1.68 g, 8.08 mmol) and cyclopropylmethyl bromide (1.31 g, 9.70 mmol) in toluene (25 mL) at 0° C. was added a solution of KHMDS (0.5 M in toluene, 17.8 mL, 8.89 mmol) and stirred for 18 h. The reaction was partially concentrated under vacuum and purified by column chromatography (silica gel) using 0 to 65% EtOAc in hexanes to 4a (minor diastereomer, 290 mg, 14%) and 4b (major diastereomer, 685 mg, 32%) as clear oils; 1H-nmr (400 MHz, CDCl3) δ (minor diastereomer) 3.60 (td, J=1... Starting materials: NC1=C(C(=O)OC)C=C(C=C1)C(=O)C1=C(C(=C2C=CC=CN12)C1=CC(=CC=C1)OCC(=O)OC(C)(C)C)C (methyl 2-amino-5-({1-[3-(2-tert-butoxy-2-oxoethoxy)phenyl]-2-methylindolizin-3-yl}carbonyl)benzoate), O (water). Reported procedure: The solution of 3.68 g (6.65 mmol) of methyl 2-amino-5-({1-[3-(2-tert-butoxy-2-oxoethoxy)phenyl]-2-methylindolizin-3-yl}carbonyl)benzoate in 11 ml of trifluoroacetic acid and 35 ml of dichloromethane at ambient temperature for 4 hours. The reaction medium is poured into water and the mixture is extracted with dichloromethane. The organic phase is partially concentrated, and the yellow precipitate formed is filtered and washed with diisopropyl ether and then dried, to give 2.75 g (92%) of a yello... The solvent is FC(C(=O)O)(F)F (trifluoroacetic acid), ClCCl (dichloromethane). The yield is 90.2%. As a reaction SMILES: [NH2:1][C:2]1[CH:11]=[CH:10][C:9]([C:12]([C:14]2[N:22]3[C:17]([CH:18]=[CH:19][CH:20]=[CH:21]3)=[C:16]([C:23]3[CH:28]=[CH:27][CH:26]=[C:25]([O:29][CH2:30][C:31]([O:33]C(C)(C)C)=[O:32])[CH:24]=3)[C:15]=2[CH3:38])=[O:13])=[CH:8][C:3]=1[C:4]([O:6][CH3:7])=[O:5].O>FC(F)(F)C(O)=O.ClCCl>[NH2:1][C:2]1[CH:11]=[CH:10][C:9]([C:12]([C:14]2[N:22]3[C:17]([CH:18]=[CH:19][CH:20]=[CH:21]3)=[C:16]([C:23]3[CH:24]=[C:25]([CH:26]=[CH:27][CH:28]=3)[O:29][CH2:30][C:31]([OH:33])=[O:32])[C:15]=2[CH3:38])=[O:13])=[CH:8][C:3]=1[C:4]([O:6][CH3:7])=[O:5]. The product is NC1=C(C=C(C(=O)C2=C(C(=C3C=CC=CN23)C=2C=C(OCC(=O)O)C=CC2)C)C=C1)C(=O)OC ((3-{3-[4-Amino-3-(methoxycarbonyl)-benzoyl]-2-methylindolizin-1-yl}phenoxy)acetic acid). Starting materials: 3R, BrC=1C=CC(=C(C1)C1NC(CC(C12C(NC1=CC(=CC=C12)Cl)=O)C1=CC(=CC=C1)Cl)=O)OC(C)(C)C(=O)OCC (2′-[5-bromo-2-(1-ethoxycarbonyl-1-methyl-ethoxy)-phenyl]-6-chloro-4′-(3-chlorophenyl)spiro[3H-indole-3,3′-piperidine]-2,6′(1H)-dione), [OH-].[Na+] (NaOH). Run in CO (methanol), O (water). Reaction conditions: temperature 60 celsius. The product is BrC=1C=CC(=C(C1)C1NC(CC(C12C(NC1=CC(=CC=C12)Cl)=O)C1=CC(=CC=C1)Cl)=O)OC(C)(C)C(=O)O (2′-[5-bromo-2-(1-hydroxycarbonyl-1-methyl-ethoxy)-phenyl]-6-chloro-4′-(3-chlorophenyl)spiro[3H-indole-3,3′-piperidine]-2,6′(1H)-dione). Yield: 91.3%. RXN SMILES: [Br:1][C:2]1[CH:3]=[CH:4][C:5]([O:32][C:33]([C:36]([O:38]CC)=[O:37])([CH3:35])[CH3:34])=[C:6]([CH:8]2[C:13]3([C:21]4[C:16](=[CH:17][C:18]([Cl:22])=[CH:19][CH:20]=4)[NH:15][C:14]3=[O:23])[CH:12]([C:24]3[CH:29]=[CH:28][CH:27]=[C:26]([Cl:30])[CH:25]=3)[CH2:11][C:10](=[O:31])[NH:9]2)[CH:7]=1.[OH-].[Na+]>CO.O>[Br:1][C:2]1[CH:3]=[CH:4][C:5]([O:32][C:33]([C:36]([OH:38])=[O:37])([CH3:34])[CH3:35])=[C:6]([CH:8]2[C:13]3([C:21]4[C:16](=[CH:17][C:18]([Cl:22])=[CH:19][CH:20]=4)[NH:15][C:14]3=[O:23])[CH:12]([C:24]3[CH:29]=[CH:28][CH:27]=[C:26]([Cl:30])[CH:25]=3)[CH2:11][C:10](=[O:31])[NH:9]2)[CH:7]=1 |f:1.2|. Procedure: To a mixture of racemic(2′R, 3R, 4′S)-2′-[5-bromo-2-(1-ethoxycarbonyl-1-methyl-ethoxy)-phenyl]-6-chloro-4′-(3-chlorophenyl)spiro[3H-indole-3,3′-piperidine]-2,6′(1H)-dione (700 mg, 1.08 mmol) in methanol (20 mL) was added a solution of NaOH (120 mg, 3 mmol) in water (10 mL). The mixture was heated at 60° C. for 1.5 h, evaporated to remove methanol, cooled to room temperature, and acidified to “pH” 2 with HCl aq. The precipitate was collected, washed with water and dried to give the title compound... The reactants are ClC=1C=C(C(=O)OO)C=CC1 (3-chloroperoxybenzoic acid), C(C)SC1=C(N=CS1)C1=NC=2C(=NC=C(C2)C(F)(F)F)N1C (2-(5-ethylthiothiazol-4-yl)-3-methyl-6-trifluoromethyl-3H-imidazo[4,5-b]pyridine), S(=S)(=O)([O-])[O-].[Na+].[Na+] (sodium thiosulfate). Run in C(Cl)(Cl)Cl (chloroform). Conditions: time 5 hour. Product: C(C)S(=O)(=O)C1=C(N=CS1)C1=NC=2C(=NC=C(C2)C(F)(F)F)N1C (2-(5-ethylsulfonylthiazol-4-yl)-3-methyl-6-trifluoromethyl-3H-imidazo[4,5-b]pyridine). As a reaction SMILES: Cl[C:2]1C=C(C=C[CH:11]=1)C(OO)=O.C(S[C:15]1[S:19][CH:18]=[N:17][C:16]=1[C:20]1[N:32]([CH3:33])[C:23]2=[N:24][CH:25]=[C:26]([C:28]([F:31])([F:30])[F:29])[CH:27]=[C:22]2[N:21]=1)C.[S:34]([O-:38])([O-])(=[O:36])=S.[Na+].[Na+]>C(Cl)(Cl)Cl>[CH2:2]([S:34]([C:15]1[S:19][CH:18]=[N:17][C:16]=1[C:20]1[N:32]([CH3:33])[C:23]2=[N:24][CH:25]=[C:26]([C:28]([F:31])([F:29])[F:30])[CH:27]=[C:22]2[N:21]=1)(=[O:38])=[O:36])[CH3:11] |f:2.3.4|. Procedure: 0.81 g of 3-chloroperoxybenzoic acid (purity of 65% or more) was added to a mixture of 0.56 g of 2-(5-ethylthiothiazol-4-yl)-3-methyl-6-trifluoromethyl-3H-imidazo[4,5-b]pyridine and 10 ml of chloroform, under ice cooling, and the mixture was stirred at room temperature for 5 hours and then allowed to stand overnight. A 10% aqueous sodium thiosulfate solution was poured into the reaction mixture, and the mixture was extracted with chloroform. The organic layer was washed with a saturated aqueous ...